Dataset: the Open Reaction Database (ORD), a public repository of structured organic reaction records. Task: describe an organic reaction: reactants, conditions, products, and yield Reactants: O=C=NC1CC1, CC(=O)Nc1ccccc1F, C1CCOC1. Product: CC(=O)N(C(=O)NC1CC1)c1ccccc1F. RXN SMILES: [CH:12]1([N:15]=[C:16]=[O:17])[CH2:13][CH2:14]1.[F:1][c:2]1[c:3]([NH:8][C:9]([CH3:10])=[O:11])[cH:4][cH:5][cH:6][cH:7]1.[O:18]1[CH2:19][CH2:20][CH2:21][CH2:22]1>>[F:1][c:2]1[c:3]([N:8]([C:9]([CH3:10])=[O:11])[C:16]([NH:15][CH:12]2[CH2:13][CH2:14]2)=[O:17])[cH:4][cH:5][cH:6][cH:7]1.